Dataset: the Open Reaction Database (ORD), a public repository of structured organic reaction records. Task: describe an organic reaction: reactants, conditions, products, and yield The reactants are COC1=CC(=C(C(=O)O)C=C1)C (4-methoxy-2-methylbenzoic acid), solution, C(CCC)[Li] (n-butyllithium), C(C)(C)NC(C)C (diisopropylamine), C=O (paraformaldehyde). The solvent is C1CCOC1 (THF), CCCCCC (hexane), C1CCOC1 (THF), O (Water). Conditions: time 10 minute. The product is COC=1C=C2CCOC(C2=CC1)=O (6-Methoxy-isochroman-1-one). RXN SMILES: [CH2:1]([Li])CCC.C(NC(C)C)(C)C.[CH3:13][O:14][C:15]1[CH:23]=[CH:22][C:18]([C:19]([OH:21])=[O:20])=[C:17]([CH3:24])[CH:16]=1.C=O>CCCCCC.C1COCC1.O>[CH3:13][O:14][C:15]1[CH:16]=[C:17]2[C:18](=[CH:22][CH:23]=1)[C:19](=[O:21])[O:20][CH2:1][CH2:24]2. Procedure: A 1.6M solution of n-butyllithium in hexane (145.9 mL) was added dropwise at −78° C. to a solution of diisopropylamine (33.5 mL) in dry THF (190 mL). Then the reaction mixture was warmed to room temperature for 5 min, and then cooled again to −78° C., and a solution of 4-methoxy-2-methylbenzoic acid in dry THF (210 mL) was added dropwise. After stirring at this temperature for 10 min, paraformaldehyde (7 g) was added. Then the reaction mixture was allowed to return to room temperature and it was... Procedure details: A suspension of 2.25 g of sodium hydride (55% dispersion in oil) in 10 ml of anhydrous tetrahydrofuran is cooled to 0° under an inert atmosphere. A solution of 8.9 g of ethyl (cyclohexylmethyl)phosphinate in 10 ml of anhydrous tetrahydrofuran is added dropwise maintaining the temperature at between 0°-5°. After the addition is complete the suspension is warmed to room temperature and stirred for 30 minutes before re-cooling to 0° C. A solution of 19.87 g of methyl iodide in 10 ml of anhydrous te... The product is C1(CCCCC1)CP(OCC)(=O)C (ethyl P-cyclohexylmethyl-P-methylphosphinate). RXN SMILES: [H-].[Na+].[CH:3]1([CH2:9][PH:10](=[O:14])[O:11][CH2:12][CH3:13])[CH2:8][CH2:7][CH2:6][CH2:5][CH2:4]1.[CH3:15]I.O>O1CCCC1>[CH:3]1([CH2:9][P:10]([CH3:15])(=[O:14])[O:11][CH2:12][CH3:13])[CH2:8][CH2:7][CH2:6][CH2:5][CH2:4]1 |f:0.1|. The solvent is O1CCCC1 (tetrahydrofuran), O1CCCC1 (tetrahydrofuran), O1CCCC1 (tetrahydrofuran). Run at time 30 minute. The reactants are C1(CCCCC1)CP(OCC)=O (ethyl (cyclohexylmethyl)phosphinate), CI (methyl iodide), O (water), [H-].[Na+] (sodium hydride). The reactants are BrC=1C=NC=2N(C1)N=CN2 (6-bromo-[1,2,4]triazolo[1,5-a]pyrimidine), C1(=CC=CC=C1)C#C (phenylacetylene). Product: C1(=CC=CC=C1)C#CC=1C=NC=2N(C1)N=CN2 (6-Phenylethynyl-[1,2,4]triazolo[1,5-a]pyrimidine). As a reaction SMILES: Br[C:2]1[CH:3]=[N:4][C:5]2[N:6]([N:8]=[CH:9][N:10]=2)[CH:7]=1.[C:11]1([C:17]#[CH:18])[CH:16]=[CH:15][CH:14]=[CH:13][CH:12]=1>>[C:11]1([C:17]#[C:18][C:2]2[CH:3]=[N:4][C:5]3[N:6]([N:8]=[CH:9][N:10]=3)[CH:7]=2)[CH:16]=[CH:15][CH:14]=[CH:13][CH:12]=1. Procedure: The title compound, light brown solid, MS: m/e=221.2 (M+H+), can be prepared in accordance with the general method of example 1 from 6-bromo-[1,2,4]triazolo[1,5-a]pyrimidine (example 32, step 1) and phenylacetylene.